Dataset: the Open Reaction Database (ORD), a public repository of structured organic reaction records. Task: describe an organic reaction: reactants, conditions, products, and yield Starting materials: C(CCC)S (n-butylmercaptan), [Na] (sodium), CC1(C(N(C(C2=CC=CC=C12)=O)CCCCCl)=O)C (4,4-dimethyl-2-(4-chloro butyl)-2H,4H-isoquinoline-1,3-dione). Solvent: C(C)O (ethanol). Yields the product CC1(C(N(C(C2=CC=CC=C12)=O)CCCCSCCCC)=O)C (4,4-Dimethyl-2-(4-butylmercapto-butyl)-2H,4H-isoquinoline-1,3-dione). As a reaction SMILES: [Na].[CH2:2]([SH:6])[CH2:3][CH2:4][CH3:5].[CH3:7][C:8]1([CH3:25])[C:17]2[C:12](=[CH:13][CH:14]=[CH:15][CH:16]=2)[C:11](=[O:18])[N:10]([CH2:19][CH2:20][CH2:21][CH2:22]Cl)[C:9]1=[O:24]>C(O)C>[CH3:7][C:8]1([CH3:25])[C:17]2[C:12](=[CH:13][CH:14]=[CH:15][CH:16]=2)[C:11](=[O:18])[N:10]([CH2:19][CH2:20][CH2:21][CH2:22][S:6][CH2:2][CH2:3][CH2:4][CH3:5])[C:9]1=[O:24] |^1:0|. Procedure details: 1 gm of sodium was dissolved in 100 ml of ethanol, 3.7 gm of n-butylmercaptan were added dropwise to the solution, and a solution of 12 gm of 4,4-dimethyl-2-(4-chloro butyl)-2H,4H-isoquinoline-1,3-dione was slowly added. After refluxing the mixture for 3 hours, the precipitate was filtered off, the filtrate was evaporated, the residue was poured into ice water, and the aqueous mixture was acidified and extracted with chloroform. The chloroform phases were evaporated, whereby an oily crude produc... The reactants are O=C([O-])[O-], CN1CCCC1=O, [K+], [K+], O, CCOC(=O)Cc1ccccc1. Yields the product C=C(C(=O)OCC)c1ccccc1. As a reaction SMILES: [C:13](=[O:14])([O-:15])[O-:16].[CH3:20][N:21]1[CH2:22][CH2:23][CH2:24][C:25]1=[O:26].[K+:17].[K+:18].[OH2:19].[c:1]1([CH2:7][C:8](=[O:9])[O:10][CH2:11][CH3:12])[cH:2][cH:3][cH:4][cH:5][cH:6]1>>[c:1]1([C:7]([C:8](=[O:9])[O:10][CH2:11][CH3:12])=[CH2:13])[cH:2][cH:3][cH:4][cH:5][cH:6]1.